Task: describe an organic reaction: reactants, conditions, products, and yield. Dataset: the Open Reaction Database (ORD), a public repository of structured organic reaction records The reactants are BrCc1ccccc1, CCC1(Cc2ccccc2)CC(=O)c2c(O)cc(C=O)cc2C1. Yields the product CCC1(Cc2ccccc2)CC(=O)c2c(cc(C=O)cc2OCc2ccccc2)C1. As a reaction SMILES: [Br:24][CH2:25][c:26]1[cH:27][cH:28][cH:29][cH:30][cH:31]1.[CH2:1]([CH3:2])[C:3]1([CH2:17][c:18]2[cH:19][cH:20][cH:21][cH:22][cH:23]2)[CH2:4][C:5](=[O:16])[c:6]2[c:7]([OH:15])[cH:8][c:9]([CH:13]=[O:14])[cH:10][c:11]2[CH2:12]1>>[CH2:1]([CH3:2])[C:3]1([CH2:17][c:18]2[cH:19][cH:20][cH:21][cH:22][cH:23]2)[CH2:4][C:5](=[O:16])[c:6]2[c:7]([O:15][CH2:25][c:26]3[cH:27][cH:28][cH:29][cH:30][cH:31]3)[cH:8][c:9]([CH:13]=[O:14])[cH:10][c:11]2[CH2:12]1.